From a dataset of the Open Reaction Database (ORD), a public repository of structured organic reaction records. describe an organic reaction: reactants, conditions, products, and yield The reactants are [H][H] (hydrogen), BrC=1C=C2C(=C(N(C(C2=CC1)=O)CC=1C=CC2=C(CCO2)C1)C(=O)O)C1=CC=CC=C1 (6-bromo-2-(2,3-dihydrobenzofuran-5-ylmethyl)-1-oxo-4-phenyl-1,2-dihydroisoquinoline-3-carboxylic acid), CO (methanol). Reagents/catalysts: [C].[Pd] (palladium carbon). Run in C1CCOC1 (THF). The product is O1CCC2=C1C=CC(=C2)CN2C(C1=CC=CC=C1C(=C2C(=O)O)C2=CC=CC=C2)=O (2-(2,3-dihydrobenzofuran-5-ylmethyl)-1-oxo-4-phenyl-1,2-dihydroisoquinoline-3-carboxylic acid). Isolated yield 65.1%. As a reaction SMILES: Br[C:2]1[CH:3]=[C:4]2[C:9](=[CH:10][CH:11]=1)[C:8](=[O:12])[N:7]([CH2:13][C:14]1[CH:15]=[CH:16][C:17]3[O:21][CH2:20][CH2:19][C:18]=3[CH:22]=1)[C:6]([C:23]([OH:25])=[O:24])=[C:5]2[C:26]1[CH:31]=[CH:30][CH:29]=[CH:28][CH:27]=1.CO.[H][H]>[C].[Pd].C1COCC1>[O:21]1[C:17]2[CH:16]=[CH:15][C:14]([CH2:13][N:7]3[C:6]([C:23]([OH:25])=[O:24])=[C:5]([C:26]4[CH:31]=[CH:30][CH:29]=[CH:28][CH:27]=4)[C:4]4[C:9](=[CH:10][CH:11]=[CH:2][CH:3]=4)[C:8]3=[O:12])=[CH:22][C:18]=2[CH2:19][CH2:20]1 |f:3.4|. Reported procedure: A mixture of 6-bromo-2-(2,3-dihydrobenzofuran-5-ylmethyl)-1-oxo-4-phenyl-1,2-dihydroisoquinoline-3-carboxylic acid (350 mg), 10% palladium carbon (150 mg), methanol (5 ml) and THF (5 ml) was stirred at room temperature under 1 atm hydrogen pressure for 12 hrs. Palladium carbon was filtered off, and the filtrate was concentrated. The obtained crystals were washed with diethyl ether to give the title compound (190 mg). Reactants: O=C([O-])[O-], CN(C)C=O, CCOC(=O)c1c[nH]c(=O)c2cc(Cl)ccc12, OCCCCl, [K+], [K+]. Yields the product CCOC(=O)c1cn(CCCO)c(=O)c2cc(Cl)ccc12. As a reaction SMILES: [C:18](=[O:19])([O-:20])[O-:21].[CH3:29][N:30]([CH3:31])[CH:32]=[O:33].[Cl:1][c:2]1[cH:3][cH:4][c:5]2[c:6]([C:13](=[O:14])[O:15][CH2:16][CH3:17])[cH:7][nH:8][c:9](=[O:12])[c:10]2[cH:11]1.[Cl:24][CH2:25][CH2:26][CH2:27][OH:28].[K+:22].[K+:23]>>[Cl:1][c:2]1[cH:3][cH:4][c:5]2[c:6]([C:13](=[O:14])[O:15][CH2:16][CH3:17])[cH:7][n:8]([CH2:25][CH2:26][CH2:27][OH:28])[c:9](=[O:12])[c:10]2[cH:11]1.